This data is from the Open Reaction Database (ORD), a public repository of structured organic reaction records. The task is: describe an organic reaction: reactants, conditions, products, and yield Reactants: C1=CC=CC=C1C(=O)OOC(C)(C)C (t-Butyl perbenzoate), N(=NC(C#N)(C)C)C(C#N)(C)C (azobisisobutyronitrile), C(=C)N1C(CCC1)=O (N-vinyl-2-pyrrolidinone), C(\C=C/C(=O)OCCCC)(=O)OCCCC (dibutyl maleate). Run in C=1(C(=CC=CC1)C)C (xylene), C=1(C(=CC=CC1)C)C (xylene). Run at temperature 140 celsius. Yields the product C(=C)N1C(CCC1)=O.C(\C=C/C(=O)OCCCC)(=O)OCCCC (N-vinyl-2-pyrrolidinone dibutyl maleate). RXN SMILES: [CH:1]([N:3]1[CH2:7][CH2:6][CH2:5][C:4]1=[O:8])=[CH2:2].[C:9]([O:20][CH2:21][CH2:22][CH2:23][CH3:24])(=[O:19])/[CH:10]=[CH:11]\[C:12]([O:14][CH2:15][CH2:16][CH2:17][CH3:18])=[O:13].C1C(C(OOC(C)(C)C)=O)=CC=CC=1.N(C(C)(C)C#N)=NC(C)(C)C#N>C1(C)C(C)=CC=CC=1>[CH:1]([N:3]1[CH2:7][CH2:6][CH2:5][C:4]1=[O:8])=[CH2:2].[C:12]([O:14][CH2:15][CH2:16][CH2:17][CH3:18])(=[O:13])/[CH:11]=[CH:10]\[C:9]([O:20][CH2:21][CH2:22][CH2:23][CH3:24])=[O:19] |f:5.6|. Procedure: N-vinyl-2-pyrrolidinone (32 g, 0.29 mole) and dibutyl maleate (68 g, 0.29 mole) were dissolved in 400 ml of xylene in a reaction vessel and the temperature was increased to 90° C. t-Butyl perbenzoate (1 g, 0.005 mole) and azobisisobutyronitrile (2 g, 0.012 mole) were added slowly to the xylene solution over two hours. The reaction was carried out in a nitrogen atmosphere. The temperature was increased to 140° C. for one hour and then the reaction was allowed to cool to room temperature. The xyle... The reactants are COC1=C(CN(S(=O)(=O)C2=C(C=C(C=C2)O[C@@H]2[C@H](CCCC2)C2=CC=NN2CC)F)C2=NC=NC=C2)C=CC(=C1)OC (N-(2,4-dimethoxybenzyl)-4-{[(1S*,2R*)-2-(1-ethyl-1H-pyrazol-5-yl)cyclohexyl]oxy}-2-fluoro-N-(pyrimidin-4-yl)benzenesulfonamide), C(C)[SiH](CC)CC (triethylsilane), FC(C(=O)O)(F)F (trifluoroacetic acid). Run in ClCCl (dichloromethane). Product: C(C)N1N=CC=C1[C@@H]1[C@H](CCCC1)OC1=CC(=C(C=C1)S(=O)(=O)NC1=NC=NC=C1)F (4-{[(1S*,2R*)-2-(1-Ethyl-1H-pyrazol-5-yl)cyclohexyl]oxy}-2-fluoro-N-(pyrimidin-4-yl)benzenesulfonamide). Yield: 88.0%. RXN SMILES: COC1C=C(OC)C=CC=1C[N:6]([C:31]1[CH:36]=[CH:35][N:34]=[CH:33][N:32]=1)[S:7]([C:10]1[CH:15]=[CH:14][C:13]([O:16][C@H:17]2[CH2:22][CH2:21][CH2:20][CH2:19][C@@H:18]2[C:23]2[N:27]([CH2:28][CH3:29])[N:26]=[CH:25][CH:24]=2)=[CH:12][C:11]=1[F:30])(=[O:9])=[O:8].C([SiH](CC)CC)C.FC(F)(F)C(O)=O>ClCCl>[CH2:28]([N:27]1[C:23]([C@H:18]2[CH2:19][CH2:20][CH2:21][CH2:22][C@@H:17]2[O:16][C:13]2[CH:14]=[CH:15][C:10]([S:7]([NH:6][C:31]3[CH:36]=[CH:35][N:34]=[CH:33][N:32]=3)(=[O:8])=[O:9])=[C:11]([F:30])[CH:12]=2)=[CH:24][CH:25]=[N:26]1)[CH3:29]. Reported procedure: The reaction and aftertreatment were conducted in the same manner as in Example 1b by using the N-(2,4-dimethoxybenzyl)-4-{[(1S*,2R*)-2-(1-ethyl-1H-pyrazol-5-yl)cyclohexyl]oxy}-2-fluoro-N-(pyrimidin-4-yl)benzenesulfonamide (0.51 g, 0.85 mmol) prepared in Example 45a, triethylsilane (0.68 mL), trifluoroacetic acid (0.85 mL) and dichloromethane (8.5 mL), to yield the title compound (333.4 mg, 88%) as a colorless solid. The reactants are O=C1NC(=O)c2ccccc21, CC(C)c1cccc(C(C)C)c1CCl, [K], O. Product: CC(C)c1cccc(C(C)C)c1CN1C(=O)c2ccccc2C1=O. Reaction SMILES: [C:15]1(=[O:25])[c:16]2[c:17]([cH:21][cH:22][cH:23][cH:24]2)[C:18](=[O:20])[NH:19]1.[CH:1]([CH3:2])([CH3:3])[c:4]1[c:5]([CH2:6][Cl:7])[c:8]([CH:12]([CH3:13])[CH3:14])[cH:9][cH:10][cH:11]1.[K:26].[OH2:27]>>[CH:1]([CH3:2])([CH3:3])[c:4]1[c:5]([CH2:6][N:19]2[C:15](=[O:25])[c:16]3[c:17]([cH:21][cH:22][cH:23][cH:24]3)[C:18]2=[O:20])[c:8]([CH:12]([CH3:13])[CH3:14])[cH:9][cH:10][cH:11]1.